From a dataset of the Open Reaction Database (ORD), a public repository of structured organic reaction records. describe an organic reaction: reactants, conditions, products, and yield Starting materials: ice water, Cl (hydrochloric acid), BrC1=C(C(=CC=C1)Br)O (2,6-dibromophenol), C(C)(=O)OC(C)=O (acetic anhydride). Reagents/catalysts: S(O)(O)(=O)=O (sulfuric acid). Run at time 50 hour. Yields the product BrC1=C(C(=CC(=C1)C(C)=O)Br)O (2,6-dibromo-4-acetylphenol). RXN SMILES: [Br:1][C:2]1[CH:7]=[CH:6][CH:5]=[C:4]([Br:8])[C:3]=1[OH:9].Cl.[C:11](OC(=O)C)(=[O:13])[CH3:12]>S(=O)(=O)(O)O>[Br:1][C:2]1[CH:7]=[C:6]([C:11](=[O:13])[CH3:12])[CH:5]=[C:4]([Br:8])[C:3]=1[OH:9]. Procedure details: In 5 ml of acetic anhydride was dissolved 5.0 g of 2,6-dibromophenol and, one drop of conc. sulfuric acid was added to the solution. While sometimes manually shaking, the mixture was stirred. When generation of heat stopped, the solution was poured onto 50 ml of ice water and the precipitated crystals of acetic acid-2,6-dibromophenyl were taken by filtration. The crystals were washed with chilled water and dried under reduced pressure. Next, this acetic acid-2,6-dibromophenyl was dissolved in 20... The reactants are C=Cc1nc(OCC)n(Cc2ccc(-c3ccccc3C(=O)OC(C)(C)C)cc2F)c1C=NO, CCO, [OH-], [OH-], O, [Pd+2]. Product: CCOc1nc(CC)c(C=NO)n1Cc1ccc(-c2ccccc2C(=O)OC(C)(C)C)cc1F. As a reaction SMILES: [C:1]([CH3:2])([CH3:3])([CH3:4])[O:5][C:6](=[O:7])[c:8]1[c:9](-[c:14]2[cH:15][c:16]([F:34])[c:17]([CH2:20][n:21]3[c:22]([O:31][CH2:32][CH3:33])[n:23][c:24]([CH:29]=[CH2:30])[c:25]3[CH:26]=[N:27][OH:28])[cH:18][cH:19]2)[cH:10][cH:11][cH:12][cH:13]1.[CH3:35][CH2:36][OH:37].[OH-:38].[OH-:40].[OH2:41].[Pd+2:39]>>[C:1]([CH3:2])([CH3:3])([CH3:4])[O:5][C:6](=[O:7])[c:8]1[c:9](-[c:14]2[cH:15][c:16]([F:34])[c:17]([CH2:20][n:21]3[c:22]([O:31][CH2:32][CH3:33])[n:23][c:24]([CH2:29][CH3:30])[c:25]3[CH:26]=[N:27][OH:28])[cH:18][cH:19]2)[cH:10][cH:11][cH:12][cH:13]1. Reactants: CS(C)=O, CS(=O)O, O=Cc1ccc(F)c(F)c1, [Na]. Product: CS(=O)(=O)c1ccc(C=O)cc1F. Reaction SMILES: [CH3:16][S:17]([CH3:18])=[O:19].[CH3:2][S:3](=[O:4])[OH:5].[F:6][c:7]1[cH:8][c:9]([CH:10]=[O:11])[cH:12][cH:13][c:14]1[F:15].[Na:1]>>[CH3:2][S:3](=[O:4])(=[O:5])[c:14]1[c:7]([F:6])[cH:8][c:9]([CH:10]=[O:11])[cH:12][cH:13]1. Reactants: CNN (methylhydrazine), B(F)(F)F.CCOCC (boron trifluoride etherate), BrC=1C=C2C(C=COC2=CC1)=O (6-bromochromone). Solvent: C(C)O (ethanol). The product is BrC1=CC(=C(C=C1)O)C1=CC=NN1C (4-Bromo-2-(1-methyl-1H-pyrazol-5-yl)phenol). Yield: 44.6%. As a reaction SMILES: [Br:1][C:2]1[CH:3]=[C:4]2[C:9](=[CH:10][CH:11]=1)[O:8][CH:7]=[CH:6][C:5]2=O.[CH3:13][NH:14][NH2:15].B(F)(F)F.CCOCC>C(O)C>[Br:1][C:2]1[CH:11]=[CH:10][C:9]([OH:8])=[C:4]([C:5]2[N:14]([CH3:13])[N:15]=[CH:7][CH:6]=2)[CH:3]=1 |f:2.3|. Reported procedure: To a suspension of 6-bromochromone (1.58 g, 0.0070 mol) in ethanol (30 mL) was added methylhydrazine (0.41 mL, 0.0077 mol) and boron trifluoride etherate (1.15 mL, 0.0091 mol). The reaction was heated to reflux for 22 hours. After cooling, the reaction was concentrated in vacuo and the residue purified by automated flash column chromatography using a 0-100% ethyl acetate/hexanes gradient. This provided the title compound (0.79 g, 44%) as a light yellow solid. The reactants are BrC=1C=C2C=3N(C(C(NC3C1)=O)=O)C(CC2)CC(=O)O (9-bromo-5-carboxymethyl-6,7-dihydro-1H, 5H-pyrido[1,2,3-de]quinoxaline-2,3-dione), C(C)(=O)C1=CC=C(N)C=C1 (p-acetylaniline). Product: BrC=1C=C2C=3N(C(C(NC3C1)=O)=O)C(CC2)CC(NC2=CC=C(C=C2)C(C)=O)=O (9-Bromo-5-(p-acetylphenylcarbamoylmethyl)-6,7-dihydro-1H, 5H-pyrido[1,2,3-de]quinoxaline-2,3-dione). Yield: 39.4%. As a reaction SMILES: [Br:1][C:2]1[CH:3]=[C:4]2[CH2:16][CH2:15][CH:14]([CH2:17][C:18](O)=[O:19])[N:6]3[C:7](=[O:13])[C:8](=[O:12])[NH:9][C:10]([CH:11]=1)=[C:5]23.[C:21]([C:24]1[CH:30]=[CH:29][C:27]([NH2:28])=[CH:26][CH:25]=1)(=[O:23])[CH3:22]>>[Br:1][C:2]1[CH:3]=[C:4]2[CH2:16][CH2:15][CH:14]([CH2:17][C:18](=[O:19])[NH:28][C:27]3[CH:29]=[CH:30][C:24]([C:21](=[O:23])[CH3:22])=[CH:25][CH:26]=3)[N:6]3[C:7](=[O:13])[C:8](=[O:12])[NH:9][C:10]([CH:11]=1)=[C:5]23. Procedure details: A procedure similar to that described in Example 51 was carried out with 9-bromo-5-carboxymethyl-6,7-dihydro-1H, 5H-pyrido[1,2,3-de]quinoxaline-2,3-dione (170 mg, 0.5 mmol) and p-acetylaniline (80 mg, 0.59 retool) to give 90 mg of the title compound (38%): mp>270° C.; 1H NMR (270 MHz, DMSO-d6) δ12.07 (s, 1H), 10.35 (s, 1H), 7.93 (d, 2H, J=9 Hz), 7.70 (d, 1H, J=9 Hz), 7.24 (d, 1H, J=2 Hz), 7.17 (d, 2H, J=9 Hz), 5.17~5.27 (m, 1H), 3.05 (ddd, 1H, J=17.1, 13.5, 4.5 Hz), 2.83 (dm, 1H, J=16.8 Hz), 2.6...